From a dataset of the Open Reaction Database (ORD), a public repository of structured organic reaction records. describe an organic reaction: reactants, conditions, products, and yield The reactants are C(OC1=CC=C(C=C1)[N+](=O)[O-])(=O)Cl (4-Nitrophenyl carbonochloridate), NC1=CC=C(C=C2CCN(CC2)CC2=CC=C(C=C2)C(C(F)(F)F)(C(F)(F)F)O)C=C1 (2-(4-((4-(4-aminobenzylidene)piperidin-1-yl)methyl)phenyl)-1,1,1,3,3,3-hexafluoropropan-2-ol), NCC(C)(O)C (1-Amino-2-methylpropan-2-ol). Run at time 1 hour. Run in O1CCOCC1 (dioxane). RXN SMILES: [C:1](Cl)(=O)[O:2]C1C=CC([N+]([O-])=O)=CC=1.[NH2:14][C:15]1[CH:44]=[CH:43][C:18]([CH:19]=[C:20]2[CH2:25][CH2:24][N:23]([CH2:26][C:27]3[CH:32]=[CH:31][C:30]([C:33]([OH:42])([C:38]([F:41])([F:40])[F:39])[C:34]([F:37])([F:36])[F:35])=[CH:29][CH:28]=3)[CH2:22][CH2:21]2)=[CH:17][CH:16]=1.[NH2:45][CH2:46][C:47]([CH3:50])([OH:49])[CH3:48]>O1CCOCC1>[F:37][C:34]([F:35])([F:36])[C:33]([C:30]1[CH:31]=[CH:32][C:27]([CH2:26][N:23]2[CH2:22][CH2:21][C:20](=[CH:19][C:18]3[CH:17]=[CH:16][C:15]([NH:14][C:1]([NH:45][CH2:46][C:47]([OH:49])([CH3:50])[CH3:48])=[O:2])=[CH:44][CH:43]=3)[CH2:25][CH2:24]2)=[CH:28][CH:29]=1)([OH:42])[C:38]([F:41])([F:39])[F:40]. Product: FC(C(C(F)(F)F)(O)C1=CC=C(CN2CCC(CC2)=CC2=CC=C(C=C2)NC(=O)NCC(C)(C)O)C=C1)(F)F (1-(4-((1-(4-(1,1,1,3,3,3-Hexafluoro-2-hydroxypropan-2-yl)benzyl)piperidin-4-ylidene)methyl)phenyl)-3-(2-hydroxy-2-methylpropyl)urea). The yield is 13.5%. Reported procedure: 4-Nitrophenyl carbonochloridate (0.225 mmol, 45.4 mg) was added to a stirred solution of 2-(4-((4-(4-aminobenzylidene)piperidin-1-yl)methyl)phenyl)-1,1,1,3,3,3-hexafluoropropan-2-ol (0.225 mmol, 100 mg) in dioxane (1 mL) and the mixture stirred at room temperature for 1 hour. 1-Amino-2-methylpropan-2-ol (0.675 mmol, 60.2 mg) was added and the mixture stirred at room temperature for 1.5 hours. The mixture was washed with water (1 mL), the organic phase dried over magnesium sulfate, filtered and c... Procedure: This compound was prepared by the route used to prepare 3-((3-((4-(piperidin-1-yl)-2-(4-(3-(trifluoromethyl)benzamido)pyridin-2-yl)phenyl)carbamoyl)benzyl)thio)propanoic acid 73, substituting 3,4-dimethylbenzoyl chloride for 3-(trifluoromethyl)benzoyl chloride. 1H-NMR (300 MHz, CD3OD, ppm): δ 8.71-8.65 (m, 2H), 7.96-7.84 (m, 3H), 7.77-7.70 (m, 3H), 7.55-7.41 (m, 4H), 7.33 (d, J=8.1 Hz, 1H), 2.63 (s, 2H), 2.60 (d, J=6.9 Hz, 4H), 2.63-2.58 (m, 2H), 2.52-2.46 (m, 2H), 2.38 (s, 6H), 1.90-1.74 (m, 6H... Reactants: N1(CCCCC1)C1=CC(=C(C=C1)NC(=O)C=1C=C(CSCCC(=O)O)C=CC1)C1=NC=CC(=C1)NC(C1=CC(=CC=C1)C(F)(F)F)=O (3-((3-((4-(piperidin-1-yl)-2-(4-(3-(trifluoromethyl)benzamido)pyridin-2-yl)phenyl)carbamoyl)benzyl)thio)propanoic acid), FC(C=1C=C(C(=O)Cl)C=CC1)(F)F (3-(trifluoromethyl)benzoyl chloride). RXN SMILES: [N:1]1([C:7]2[CH:12]=[CH:11][C:10]([NH:13][C:14]([C:16]3[CH:17]=[C:18]([CH:26]=[CH:27][CH:28]=3)[CH2:19][S:20][CH2:21][CH2:22][C:23]([OH:25])=[O:24])=[O:15])=[C:9]([C:29]3[CH:34]=[C:33]([NH:35][C:36](=[O:47])[C:37]4[CH:42]=[CH:41][CH:40]=[C:39]([C:43](F)(F)F)[CH:38]=4)[CH:32]=[CH:31][N:30]=3)[CH:8]=2)[CH2:6][CH2:5][CH2:4][CH2:3][CH2:2]1.F[C:49](F)(F)C1C=C(C=CC=1)C(Cl)=O>>[CH3:43][C:39]1[CH:38]=[C:37]([CH:42]=[CH:41][C:40]=1[CH3:49])[C:36]([NH:35][C:33]1[CH:32]=[CH:31][N:30]=[C:29]([C:9]2[CH:8]=[C:7]([N:1]3[CH2:6][CH2:5][CH2:4][CH2:3][CH2:2]3)[CH:12]=[CH:11][C:10]=2[NH:13][C:14]([C:16]2[CH:17]=[C:18]([CH:26]=[CH:27][CH:28]=2)[CH2:19][S:20][CH2:21][CH2:22][C:23]([OH:25])=[O:24])=[O:15])[CH:34]=1)=[O:47]. Yields the product CC=1C=C(C(=O)NC2=CC(=NC=C2)C2=C(C=CC(=C2)N2CCCCC2)NC(=O)C=2C=C(CSCCC(=O)O)C=CC2)C=CC1C (3-((3-((2-(4-(3,4-Dimethylbenzamido)pyridin-2-yl)-4-(piperidin-1-yl)phenyl)carbamoyl)benzyl)thio)propanoic acid). The reactants are ClCCl, O=C(O)C(F)(F)F, CC(C)(C)OC(=O)N1CCC2(CC1)CN(C(=O)c1nc3ccccc3s1)CCO2. Yields the product O=C(c1nc2ccccc2s1)N1CCOC2(CCNCC2)C1. As a reaction SMILES: [Cl:37][CH2:38][Cl:39].[OH:1][C:2]([C:3]([F:4])([F:5])[F:6])=[O:7].[s:8]1[c:9]([C:17](=[O:18])[N:19]2[CH2:20][CH2:21][O:22][C:23]3([CH2:24]2)[CH2:25][CH2:26][N:27]([C:30]([O:31][C:32]([CH3:33])([CH3:34])[CH3:35])=[O:36])[CH2:28][CH2:29]3)[n:10][c:11]2[c:12]1[cH:13][cH:14][cH:15][cH:16]2>>[s:8]1[c:9]([C:17](=[O:18])[N:19]2[CH2:20][CH2:21][O:22][C:23]3([CH2:24]2)[CH2:25][CH2:26][NH:27][CH2:28][CH2:29]3)[n:10][c:11]2[c:12]1[cH:13][cH:14][cH:15][cH:16]2. The reactants are CO (methanol), COC(=O)C1=CO[C@H]([C@H]2[C@@H]1CC=C2CO)O[C@H]3[C@@H]([C@H]([C@@H]([C@H](O3)CO)O)O)O (geniposide), β-D-glucoside, C(Cl)(Cl)Cl (chloroform), S(O)(O)(=O)=O (sulfuric acid). Solvent: O (water). Conditions: time 4.5 hour. The product is COC(=O)C1=CO[C@H]([C@H]2[C@@H]1CC=C2CO)O (genipin). Isolated yield 67.3%. Reaction SMILES: [CH3:1][O:2][C:3]([C:5]1[C@H:10]2[CH2:11][CH:12]=[C:13]([CH2:14][OH:15])[C@H:9]2[C@H:8]([O:16][C@@H]2O[C@H](CO)[C@@H](O)[C@H](O)[C@H]2O)[O:7][CH:6]=1)=[O:4].C(Cl)(Cl)Cl.CO.S(=O)(=O)(O)O>O>[CH3:1][O:2][C:3]([C:5]1[C@H:10]2[CH2:11][CH:12]=[C:13]([CH2:14][OH:15])[C@H:9]2[C@H:8]([OH:16])[O:7][CH:6]=1)=[O:4]. Procedure details: To a solution of geniposide (6.5 g) dissolved in distilled water (65 ml), was added β-glucosidase (No.G-0395, β-D-glucoside glucohydrase EC 3.2.1.21) (316.55 mg, 1677.72 units) the mixture was incubated at 37° C. for 4.5 hours. The progress of the reaction was monitored by TLC (chloroform:methanol=8:2, visualized with 50%-sulfuric acid). After the reaction was complete, the reaction solution was extracted several times with ethyl acetate, and subsequently the ethyl acetate layer was concentrated... The reactants are [Li]CCCC (BuLi), BrC1=CC(=CC=2N=C(SC21)N2C(N(CN(C2)C)CC)=O)C=2C=NC(=NC2)N2CCC(CC2)(C(=O)OCC)CC (ethyl 1-[5-[7-bromo-2-(3-ethyl-5-methyl-2-oxo-1,3,5-triazinan-1-yl)-1,3-benzothiazol-5-yl]pyrimidin-2-yl]-4-ethyl-piperidine-4-carboxylate), CN(C)C=O (DMF). The solvent is C1CCOC1 (THF). Run at time 20 minute. Product: C(C)C1(CCN(CC1)C1=NC=C(C=N1)C=1C=C(C2=C(N=C(S2)N2C(N(CN(C2)C)CC)=O)C1)C=O)C(=O)OCC (Ethyl 4-ethyl-1-[5-[2-(3-ethyl-5-methyl-2-oxo-1,3,5-triazinan-1-yl)-7-formyl-1,3-benzothiazol-5-yl]pyrimidin-2-yl]piperidine-4-carboxylate). Isolated yield 46.0%. Reaction SMILES: [Li]CCCC.Br[C:7]1[C:15]2[S:14][C:13]([N:16]3[CH2:21][N:20]([CH3:22])[CH2:19][N:18]([CH2:23][CH3:24])[C:17]3=[O:25])=[N:12][C:11]=2[CH:10]=[C:9]([C:26]2[CH:27]=[N:28][C:29]([N:32]3[CH2:37][CH2:36][C:35]([CH2:43][CH3:44])([C:38]([O:40][CH2:41][CH3:42])=[O:39])[CH2:34][CH2:33]3)=[N:30][CH:31]=2)[CH:8]=1.CN([CH:48]=[O:49])C>C1COCC1>[CH2:43]([C:35]1([C:38]([O:40][CH2:41][CH3:42])=[O:39])[CH2:36][CH2:37][N:32]([C:29]2[N:28]=[CH:27][C:26]([C:9]3[CH:8]=[C:7]([CH:48]=[O:49])[C:15]4[S:14][C:13]([N:16]5[CH2:21][N:20]([CH3:22])[CH2:19][N:18]([CH2:23][CH3:24])[C:17]5=[O:25])=[N:12][C:11]=4[CH:10]=3)=[CH:31][N:30]=2)[CH2:33][CH2:34]1)[CH3:44]. Procedure details: 1.4M BuLi (600 μL, 0.84 mmol) was added to ethyl 1-[5-[7-bromo-2-(3-ethyl-5-methyl-2-oxo-1,3,5-triazinan-1-yl)-1,3-benzothiazol-5-yl]pyrimidin-2-yl]-4-ethyl-piperidine-4-carboxylate (250 mg, 0.41 mmol) in THF (10 mL) at −90° C. and the reaction stirred for 10 mins before DMF (300 μL) was added and the mixture stirred for a further 20 mins. The reaction was quenched with sat. NH4Cl (aq) then allowed to warm to rt before extraction with EtOAc (3×). Combined EtOAc extracts were dried and the solven...